This data is from the Open Reaction Database (ORD), a public repository of structured organic reaction records. The task is: describe an organic reaction: reactants, conditions, products, and yield As a reaction SMILES: [CH3:1][O:2][C:3](=[O:17])[C:4]1[C:9]([OH:10])=[CH:8][CH:7]=[CH:6][C:5]=1[O:11][CH2:12][CH2:13][CH2:14][CH2:15][NH2:16].OCC1C=CC=C(CO)C=1C([O-])=O.[C:31]([NH:38][CH:39](O)[CH2:40][CH2:41][CH3:42])([O:33][C:34]([CH3:37])([CH3:36])[CH3:35])=[O:32].C1(P(C2C=CC=CC=2)C2C=CC=CC=2)C=CC=CC=1.CC(OC(/N=N/C(OC(C)C)=O)=O)C>C(Cl)Cl>[CH3:1][O:2][C:3](=[O:17])[C:4]1[C:9]([OH:10])=[CH:8][CH:7]=[CH:6][C:5]=1[O:11][CH2:12][CH2:13][CH2:14][CH2:15][NH2:16].[CH3:1][O:2][C:3](=[O:17])[C:4]1[C:5]([OH:11])=[CH:6][CH:7]=[CH:8][C:9]=1[O:10][CH2:42][CH2:41][CH2:40][CH2:39][NH:38][C:31]([O:33][C:34]([CH3:37])([CH3:36])[CH3:35])=[O:32]. Starting materials: CC(C)OC(=O)/N=N/C(=O)OC(C)C (DIAD), sulfonamide, C1(=CC=CC=C1)P(C1=CC=CC=C1)C1=CC=CC=C1 (triphenylphosphine), OCC1=C(C(=O)[O-])C(=CC=C1)CO (2,6-dihydroxymethylbenzoate), COC(C1=C(C=CC=C1O)OCCCCN)=O (2-(4-amino-butoxy)-6-hydroxybenzoic acid methyl ester), C(=O)(OC(C)(C)C)NC(CCC)O (N-Boc aminobutanol). Solvent: C(Cl)Cl (CH2Cl2). Yields the product Compound 3A, COC(C1=C(C=CC=C1O)OCCCCN)=O (2-(4-amino-butoxy)-6-hydroxy-benzoic acid methyl ester), COC(C1=C(C=CC=C1O)OCCCCNC(=O)OC(C)(C)C)=O (2-(4-tert-butoxycarbonylamino-butoxy)-6-hydroxy-benzoic acid methyl ester). Procedure details: (2RS)-(4-{2-Benzenesulfonylamino-2-[4-(2-methoxycarbonyl-3-hydroxy-phenoxy)butylcarbamoyl]ethyl}-2-bromophenyl)difluoromethylphosphonic acid diethyl ester (Compound 3A) was prepared from the sulfonamide acid obtained in Example 2B following a procedure similar to Example 2C except that 2-(4-amino-butoxy)-6-hydroxybenzoic acid methyl ester was used instead of phenbutylamine. The 2-(4-amino-butoxy)-6-hydroxy-benzoic acid methyl ester was prepared by taking a solution of 2,6-dihydroxymethylbenzoate... Conditions: time 1.5 hour. The product is [Si](Cl)(Cl)(CCC(F)(F)F)CCC(F)(F)F ((CF3CH2CH2)2SiCl2). Reagents/catalysts: [H+].[H+].Cl[Pt-2](Cl)(Cl)(Cl)(Cl)Cl (chloroplatinic acid). Procedure details: 2 moles CF3CH2CH2SiCl3, 3.5 moles Me2SiHCl, and 2.6 moles tetra(n-butyl)ammonium chloride were introduced into a flask and heated under reflux for 3 days with stirring. A mixture of chlorosilanes was then recovered by distillation in vacuo. According to analysis by gas chromatography, the main components of the reaction product were CF3CH2CH2SiCl3, CF3CH2CH2SiHCl2, Me2SiHCl, and Me2SiCl2. The CF3CH2CH2SiCl3 and CF3CH2CH2SiHCl2 fraction was isolated by distillation in vacuo. The CF3CH2CH2SiCl3 an... Conditions: temperature 50 celsius. Reaction SMILES: [C:1]([CH2:5][CH2:6][Si:7]([Cl:10])(Cl)[Cl:8])([F:4])([F:3])[F:2].[C:11]([CH2:15][CH2:16][SiH](Cl)Cl)([F:14])([F:13])[F:12]>[H+].[H+].Cl[Pt-2](Cl)(Cl)(Cl)(Cl)Cl>[Si:7]([CH2:6][CH2:5][C:1]([F:4])([F:3])[F:2])([CH2:16][CH2:15][C:11]([F:14])([F:13])[F:12])([Cl:10])[Cl:8] |f:2.3.4|. Reactants: C(F)(F)(F)CC[Si](Cl)(Cl)Cl (CF3CH2CH2SiCl3), C(F)(F)(F)CC[SiH](Cl)Cl (CF3CH2CH2SiHCl2), C(F)(F)(F)CC[SiH](Cl)Cl (CF3CH2CH2SiHCl2). Starting materials: FC1=C(C=CC(=C1)F)[C@]1(OC1)[C@H](C)O ((1S)-1-[(2R)-2-(2,4-difluorophenyl)-2-oxiranyl]ethanol), FC(COC1=CC=C(C=C1)N1C(NC=C1)=O)(C(F)F)F (1-[4-(2,2,3,3-tetrafluoropropoxy) phenyl]-2(1H, 3H)-imidazolone), FC1=C(C=CC(=C1)F)[C@]1([C@@H](C)N2C(N(C=C2)C2=CC=C(C=C2)OCC(C(F)F)(F)F)=O)CO1 (1-[(1R,2S)-2-(2,4-difluorophenyl)-2,3-epoxy-1-methylpropyl]-3-[4-(2,2,3,3-tetrafluoropropoxy)phenyl]-2(1H,3H)-imidazolone). Yields the product FC1=C(C=CC(=C1)F)[C@]1(OC1)[C@@H](C)OC=1N(C=CN1)C1=CC=C(C=C1)OCC(C(F)F)(F)F ((2R)-2-(2,4-difluorophenyl)-2-[(1R)-1-[1-(4-(2,2,3,3-tetrafluoropropoxy)phenyl]-2-imidazolyloxy]ethyl]oxirane). Isolated yield 11.9%. RXN SMILES: [F:1][C:2]1[CH:7]=[C:6]([F:8])[CH:5]=[CH:4][C:3]=1[C@:9]1([C@@H:12]([OH:14])[CH3:13])[CH2:11][O:10]1.[F:15][C:16]([F:34])([CH:31]([F:33])[F:32])[CH2:17][O:18][C:19]1[CH:24]=[CH:23][C:22]([N:25]2[CH:29]=[CH:28][NH:27][C:26]2=O)=[CH:21][CH:20]=1.FC1C=C(F)C=CC=1[C@]1(OC1)[C@H](N1C=CN(C2C=CC(OCC(F)(F)C(F)F)=CC=2)C1=O)C>>[F:1][C:2]1[CH:7]=[C:6]([F:8])[CH:5]=[CH:4][C:3]=1[C@:9]1([C@H:12]([O:14][C:26]2[N:25]([C:22]3[CH:21]=[CH:20][C:19]([O:18][CH2:17][C:16]([F:34])([F:15])[CH:31]([F:32])[F:33])=[CH:24][CH:23]=3)[CH:29]=[CH:28][N:27]=2)[CH3:13])[CH2:11][O:10]1. Procedure: In the same manner as in Reference Example 5, starting from 0.50 g of (1S)-1-[(2R)-2-(2,4-difluorophenyl)-2-oxiranyl]ethanol and 0.72 g of 1-[4-(2,2,3,3-tetrafluoropropoxy) phenyl]-2(1H, 3H)-imidazolone, 1-[(1R,2S)-2-(2,4-difluorophenyl)-2,3-epoxy-1-methylpropyl]-3-[4-(2,2,3,3-tetrafluoropropoxy)phenyl]-2(1H,3H)-imidazolone (0.21 g) and 0.14 g of (2R)-2-(2,4-difluorophenyl)-2-[(1R)-1-[1-(4-(2,2,3,3-tetrafluoropropoxy)phenyl]-2-imidazolyloxy]ethyl]oxirane were obtained. Starting materials: [BH4-], CCO, Cc1nc(C=O)ccc1[N+](=O)[O-], [Na+]. Product: Cc1nc(CO)ccc1[N+](=O)[O-]. Reaction SMILES: [BH4-:13].[CH3:15][CH2:16][OH:17].[CH3:1][c:2]1[c:3]([N+:10](=[O:11])[O-:12])[cH:4][cH:5][c:6]([CH:8]=[O:9])[n:7]1.[Na+:14]>>[CH3:1][c:2]1[c:3]([N+:10](=[O:11])[O-:12])[cH:4][cH:5][c:6]([CH2:8][OH:9])[n:7]1.